From a dataset of the Open Reaction Database (ORD), a public repository of structured organic reaction records. describe an organic reaction: reactants, conditions, products, and yield Starting materials: C(C)(=O)O[BH-](OC(C)=O)OC(C)=O.[Na+] (sodium triacetoxyborohydride), C1(CC1)N (cyclopropyl amine), CC(=O)O (AcOH), C(C)OC1=CC2=C(N(C=N2)C2=NC3=C(C=CC=C3C=C2)N2CCC(CC2)=O)C=C1 (1-[2-(5-Ethoxy-benzoimidazol-1-yl)-quinolin-8-yl]-piperidin-4-one). Run in ClCCCl (DCE). Run at time 10 minute. The product is C1(CC1)NC1CCN(CC1)C=1C=CC=C2C=CC(=NC12)N1C=NC2=C1C=CC(=C2)OCC (Cyclopropyl-(1-[2-(5-ethoxy-benzoimidazol-1-yl)-quinolin-8-yl]-piperidin-4-yl)-amine). Isolated yield 103.2%. As a reaction SMILES: [CH2:1]([O:3][C:4]1[CH:29]=[CH:28][C:7]2[N:8]([C:11]3[CH:20]=[CH:19][C:18]4[C:13](=[C:14]([N:21]5[CH2:26][CH2:25][C:24](=O)[CH2:23][CH2:22]5)[CH:15]=[CH:16][CH:17]=4)[N:12]=3)[CH:9]=[N:10][C:6]=2[CH:5]=1)[CH3:2].[CH:30]1([NH2:33])[CH2:32][CH2:31]1.CC(O)=O.C(O[BH-](OC(=O)C)OC(=O)C)(=O)C.[Na+]>ClCCCl>[CH:30]1([NH:33][CH:24]2[CH2:23][CH2:22][N:21]([C:14]3[CH:15]=[CH:16][CH:17]=[C:18]4[C:13]=3[N:12]=[C:11]([N:8]3[C:7]5[CH:28]=[CH:29][C:4]([O:3][CH2:1][CH3:2])=[CH:5][C:6]=5[N:10]=[CH:9]3)[CH:20]=[CH:19]4)[CH2:26][CH2:25]2)[CH2:32][CH2:31]1 |f:3.4|. Reported procedure: 1-[2-(5-Ethoxy-benzoimidazol-1-yl)quinolin-8-yl]-piperidin-4-one 18 (130 mg, 0.340 mMol) was dissolved in 1.5 mL of DCE under an atmosphere of dry N2. To this solution was added cyclopropyl amine (110 μL, 1.70 mMol) and 200 μL of AcOH and the solution was stirred for 10 minutes. To this solution was added NaHB(OAc)3 (107 mg, 0.50 mMol) and the solution was stirred at ambient temperature for 5 hours. The reaction mixture was then partitioned between DCM and aqueous 0.1 N NaOH. The DCM layer was a... The reactants are [Br-], BrCc1ccncc1, Br, CCCC[N+](CCCC)(CCCC)CCCC, CCOC(C)=O, CC(C)C=O, [I-], [Na+], [OH-], c1ccccc1. The product is CC(C)(C=O)Cc1ccncc1. Reaction SMILES: [Br-:15].[Br:2][CH2:3][c:4]1[cH:5][cH:6][n:7][cH:8][cH:9]1.[BrH:1].[CH2:25]([N+:26]([CH2:27][CH2:28][CH2:29][CH3:30])([CH2:31][CH2:32][CH2:33][CH3:34])[CH2:35][CH2:36][CH2:37][CH3:38])[CH2:39][CH2:40][CH3:41].[CH3:18][CH2:19][O:20][C:21](=[O:22])[CH3:23].[CH:10]([CH:11]([CH3:12])[CH3:13])=[O:14].[I-:24].[Na+:17].[OH-:16].[cH:42]1[cH:43][cH:44][cH:45][cH:46][cH:47]1>>[CH2:3]([c:4]1[cH:5][cH:6][n:7][cH:8][cH:9]1)[C:11]([CH:10]=[O:14])([CH3:12])[CH3:13].